From a dataset of the Open Reaction Database (ORD), a public repository of structured organic reaction records. describe an organic reaction: reactants, conditions, products, and yield The reactants are C(C1=CC=CC=C1)OC(=O)[C@]1(C=C[C@H](C1)N([C@H]1CCOC[C@H]1OC)C(C(F)(F)F)=O)C1(CCC1)O (1,5-anhydro-3-{[(1S,4R)-4-[(benzyloxy)carbonyl]-4-(1-hydroxycyclobutyl)cyclopent-2-en-1-yl](trifluoroacetyl)amino}-2,3-dideoxy-4-O-methyl-D-erythro-pentitol), C(C)(C)N(CC)C(C)C (diisopropylethylamine), C(C)(=O)Cl (acetyl chloride). Reagents/catalysts: CN(C)C=1C=CN=CC1 (DMAP). Run in ClCCl (dichloromethane). Reaction conditions: time 18 hour. The product is C(C)(=O)OC1(CCC1)[C@@]1(C=C[C@H](C1)N([C@H]1CCOC[C@H]1OC)C(C(F)(F)F)=O)C(=O)OCC1=CC=CC=C1 (3-[{(1S,4R)-4-[1-(acetyloxy)cyclobutyl]-4-[(benzyloxy)carbonyl]cyclopent-2-en-1-yl}(trifluoroacetyl)amino]-1,5-anhydro-2,3-dideoxy-4-O-methyl-D-erythro-pentitol). The yield is 67.7%. RXN SMILES: [CH2:1]([O:8][C:9]([C@:11]1([C:31]2([OH:35])[CH2:34][CH2:33][CH2:32]2)[CH2:15][C@H:14]([N:16]([C:25](=[O:30])[C:26]([F:29])([F:28])[F:27])[C@@H:17]2[C@H:22]([O:23][CH3:24])[CH2:21][O:20][CH2:19][CH2:18]2)[CH:13]=[CH:12]1)=[O:10])[C:2]1[CH:7]=[CH:6][CH:5]=[CH:4][CH:3]=1.C(N(C(C)C)CC)(C)C.[C:45](Cl)(=[O:47])[CH3:46]>CN(C1C=CN=CC=1)C.ClCCl>[C:45]([O:35][C:31]1([C@@:11]2([C:9]([O:8][CH2:1][C:2]3[CH:7]=[CH:6][CH:5]=[CH:4][CH:3]=3)=[O:10])[CH2:15][C@H:14]([N:16]([C:25](=[O:30])[C:26]([F:27])([F:28])[F:29])[C@@H:17]3[C@H:22]([O:23][CH3:24])[CH2:21][O:20][CH2:19][CH2:18]3)[CH:13]=[CH:12]2)[CH2:32][CH2:33][CH2:34]1)(=[O:47])[CH3:46]. Procedure: To a stirred solution of 3.58 g (7.2 mmol) of 1,5-anhydro-3-{[(1S,4R)-4-[(benzyloxy)carbonyl]-4-(1-hydroxycyclobutyl)cyclopent-2-en-1-yl](trifluoroacetyl)amino}-2,3-dideoxy-4-O-methyl-D-erythro-pentitol 1.6 ml (9.2 mmol) of diisopropylethylamine, and 100 mg (0.82 mmol) of DMAP in 10 mL of dichloromethane was added dropwise 5.1 mL (72 mmol) of acetyl chloride. The solution was stirred at ambient temperature for 18 h, then cooled in ice and quenched with aqueous NaHCO3. The aqueous phase was extra... The reactants are C(=O)(OC)N1C2C(C(C1CC2)S(=O)(=O)C2=CC=CC=C2)C=2C=CC(=NC2)Cl (7-carbomethoxy-2-(2-chloro-5-pyridyl)-3-phenylsulfonyl-7-aza-bicyclo[2.2.1]heptane), C(=O)(OC)N1C2C(=C(C1C=C2)S(=O)(=O)C2=CC=CC=C2)C=2C=CC(=NC2)Cl (7-Carbomethoxy-2-(2-chloro-5-pyridyl)-3-phenylsulfonyl-7-azabicyclo[2.2.1]hept-2,5-diene), CI (methyl iodide), C(CCC)[Li] (n-butyl lithium). Run in O1CCCC1 (tetrahydrofuran), O (water), O1CCCC1 (tetrahydrofuran), CO (methanol). Yields the product C(=O)(OC)N1C2C(C(C1CC2)(S(=O)(=O)C2=CC=CC=C2)C)C=2C=CC(=NC2)Cl (7-carbomethoxy-2-(2-chloro-5-pyridyl)-3-methyl-3-phenylsulfonyl-7-aza-bicyclo[2.2.1]heptane). Reaction SMILES: [C:1]([N:5]1[CH:9]2[CH:10]=[CH:11][CH:6]1[C:7]([C:21]1[CH:22]=[CH:23][C:24]([Cl:27])=[N:25][CH:26]=1)=[C:8]2[S:12]([C:15]1[CH:20]=[CH:19][CH:18]=[CH:17][CH:16]=1)(=[O:14])=[O:13])([O:3][CH3:4])=[O:2].[C:28](N1C2CCC1C(C1C=CC(Cl)=NC=1)C2S(C1C=CC=CC=1)(=O)=O)(OC)=O.C([Li])CCC.CI>CO.O1CCCC1.O>[C:1]([N:5]1[CH:9]2[CH2:10][CH2:11][CH:6]1[CH:7]([C:21]1[CH:22]=[CH:23][C:24]([Cl:27])=[N:25][CH:26]=1)[C:8]2([CH3:28])[S:12]([C:15]1[CH:20]=[CH:19][CH:18]=[CH:17][CH:16]=1)(=[O:14])=[O:13])([O:3][CH3:4])=[O:2]. Procedure: 7-Carbomethoxy-2-(2-chloro-5-pyridyl)-3-phenylsulfonyl-7-azabicyclo[2.2.1]hept-2,5-diene (23) is hydrogenated in methanol containing 10% Pd-C until both double bonds are saturated. The product, 7-carbomethoxy-2-(2-chloro-5-pyridyl)-3-phenylsulfonyl-7-aza-bicyclo[2.2.1]heptane 39, is dissolved in dry tetrahydrofuran and treated with n-butyl lithium (1.1 eq) at -30 to 0° C., followed by methyl iodide (1-1 eq) in tetrahydrofuran. The reaction mixture is then stirred at room temperature and poured i...